From a dataset of the Open Reaction Database (ORD), a public repository of structured organic reaction records. describe an organic reaction: reactants, conditions, products, and yield Reactants: [N+](=O)([O-])C1=CC=C(C(C=N[C@@H](C(O)(C2=C(C=CC=C2)OC)C2=C(C=CC=C2)OC)C)=C1)O ((R)-N-(5-nitrosalicylidene)-2-amino-1,1-di(2-methoxyphenyl)-1-propanol), cupric acetate. Solvent: C1(=CC=CC=C1)C (toluene). Conditions: temperature 10 celsius. The product is [N+](=O)([O-])C1=CC=C(C(C=NC(C(O)(C2=C(C=CC=C2)OC)C2=C(C=CC=C2)OC)C)=C1)O (N-(5-nitrosalicylidene)-2-amino-1,1-di(2-methoxyphenyl)-1-propanol). Yield: 82.0%. Reaction SMILES: [N+:1]([C:4]1[CH:31]=[C:8]([CH:9]=[N:10][C@H:11]([CH3:30])[C:12]([C:22]2[CH:27]=[CH:26][CH:25]=[CH:24][C:23]=2[O:28][CH3:29])([C:14]2[CH:19]=[CH:18][CH:17]=[CH:16][C:15]=2[O:20][CH3:21])[OH:13])[C:7]([OH:32])=[CH:6][CH:5]=1)([O-:3])=[O:2]>C1(C)C=CC=CC=1>[N+:1]([C:4]1[CH:31]=[C:8]([CH:9]=[N:10][CH:11]([CH3:30])[C:12]([C:14]2[CH:19]=[CH:18][CH:17]=[CH:16][C:15]=2[O:20][CH3:21])([C:22]2[CH:27]=[CH:26][CH:25]=[CH:24][C:23]=2[O:28][CH3:29])[OH:13])[C:7]([OH:32])=[CH:6][CH:5]=1)([O-:3])=[O:2]. Procedure details: 19.6 g (44.9 mmol) of (R)-N-(5-nitrosalicylidene)-2-amino-1,1-di(2-methoxyphenyl)-1-propanol, 8.96 g (44.9 mmol) of cupric acetate, and 160 g of toluene were mixed in a flask and reacted at 80° C. for 1 hr under stirring. The reaction solution was cooled to 10° C. and blue-green chrystalls were deposited. Deposited crystals were collected by filtration, washed with 50 g of cold toluene, and dried at room temperature to give 19.1 g of a copper complex of (R) N-(5-nitrosalicylidene)-2-amino-1,1-di... Starting materials: CCCCP(CCCC)CCCC, CCCc1nc(C)[nH]c(=O)c1Cc1ccc(-c2ccccc2C#N)cc1, Cn1nc(CO)c2ccccc21, O=C(N=NC(=O)N1CCCCC1)N1CCCCC1, C1CCOC1. The product is CCCc1nc(C)n(Cc2nn(C)c3ccccc23)c(=O)c1Cc1ccc(-c2ccccc2C#N)cc1. RXN SMILES: [CH2:45]([P:46]([CH2:47][CH2:48][CH2:49][CH3:50])[CH2:51][CH2:52][CH2:53][CH3:54])[CH2:55][CH2:56][CH3:57].[CH3:1][c:2]1[nH:3][c:4](=[O:26])[c:5]([CH2:11][c:12]2[cH:13][cH:14][c:15](-[c:18]3[c:19]([C:24]#[N:25])[cH:20][cH:21][cH:22][cH:23]3)[cH:16][cH:17]2)[c:6]([CH2:8][CH2:9][CH3:10])[n:7]1.[CH3:58][n:59]1[n:60][c:61]([CH2:68][OH:69])[c:62]2[cH:63][cH:64][cH:65][cH:66][c:67]12.[N:27]([C:28]([N:29]1[CH2:30][CH2:31][CH2:32][CH2:33][CH2:34]1)=[O:35])=[N:36][C:37]([N:38]1[CH2:39][CH2:40][CH2:41][CH2:42][CH2:43]1)=[O:44].[O:70]1[CH2:71][CH2:72][CH2:73][CH2:74]1>>[CH3:1][c:2]1[n:3]([CH2:68][c:61]2[n:60][n:59]([CH3:58])[c:67]3[c:62]2[cH:63][cH:64][cH:65][cH:66]3)[c:4](=[O:26])[c:5]([CH2:11][c:12]2[cH:13][cH:14][c:15](-[c:18]3[c:19]([C:24]#[N:25])[cH:20][cH:21][cH:22][cH:23]3)[cH:16][cH:17]2)[c:6]([CH2:8][CH2:9][CH3:10])[n:7]1. Reactants: CCOC(=O)CN1C(=O)C2(COc3cc4c(cc32)OCCO4)c2ccccc21, COC(=O)c1ccccc1CN1C(=O)C2(COc3cc4c(cc32)CCO4)c2ccccc21. The product is O=C(O)CN1C(=O)C2(COc3cc4c(cc32)OCCO4)c2ccccc21. RXN SMILES: [O:1]=[C:2]1[N:3]([CH2:23][C:24](=[O:25])[O:26][CH2:27][CH3:28])[c:4]2[cH:5][cH:6][cH:7][cH:8][c:9]2[C:10]12[CH2:11][O:12][c:13]1[cH:14][c:15]3[c:16]([cH:21][c:22]12)[O:17][CH2:18][CH2:19][O:20]3.[O:29]=[C:30]1[C:31]2([CH2:32][O:33][c:34]3[cH:35][c:36]4[c:37]([cH:38][c:39]32)[CH2:40][CH2:41][O:42]4)[c:43]2[c:44]([cH:45][cH:46][cH:47][cH:48]2)[N:49]1[CH2:50][c:51]1[cH:52][cH:53][cH:54][cH:55][c:56]1[C:57]([O:58][CH3:59])=[O:60]>>[O:1]=[C:2]1[N:3]([CH2:23][C:24](=[O:25])[OH:26])[c:4]2[cH:5][cH:6][cH:7][cH:8][c:9]2[C:10]12[CH2:11][O:12][c:13]1[cH:14][c:15]3[c:16]([cH:21][c:22]12)[O:17][CH2:18][CH2:19][O:20]3. Reactants: [N+](=O)([O-])C1=C(C=CC(=C1)S(=O)(=O)C(F)(F)F)N (2-nitro-4-trifluoromethylsulfonyl-phenylamine). The reagents and catalysts are [Pd] (Pd/C). The solvent is CCO (EtOH). Product: FC(S(=O)(=O)C=1C=C(C(=CC1)N)N)(F)F (4-trifluoromethylsulfonyl-benzene-1,2-diamine). RXN SMILES: [N+:1]([C:4]1[CH:9]=[C:8]([S:10]([C:13]([F:16])([F:15])[F:14])(=[O:12])=[O:11])[CH:7]=[CH:6][C:5]=1[NH2:17])([O-])=O>CCO.[Pd]>[F:15][C:13]([F:14])([F:16])[S:10]([C:8]1[CH:9]=[C:4]([NH2:1])[C:5]([NH2:17])=[CH:6][CH:7]=1)(=[O:11])=[O:12]. Procedure details: Dissolve 2-nitro-4-trifluoromethylsulfonyl-phenylamine (530 mg) in EtOH (50 mL) and hydrogenate over Pd/C (10%) for 6 hours. Filter the mixture and concentrate the filtrate in vacuo to obtain 4-trifluoromethylsulfonyl-benzene-1,2-diamine. Reactants: C=C1C(COC(=O)c2ccccc2)C1COC(=O)c1ccccc1, CCOC(C)=O, [Na+], C1CCOC1, [OH-], OO. Product: O=C(OCC1C(CO)C1COC(=O)c1ccccc1)c1ccccc1. Reaction SMILES: [CH2:1]=[C:2]1[CH:3]([CH2:15][O:16][C:17]([c:18]2[cH:19][cH:20][cH:21][cH:22][cH:23]2)=[O:24])[CH:4]1[CH2:5][O:6][C:7]([c:8]1[cH:9][cH:10][cH:11][cH:12][cH:13]1)=[O:14].[CH3:34][CH2:35][O:36][C:37](=[O:38])[CH3:39].[Na+:26].[O:29]1[CH2:30][CH2:31][CH2:32][CH2:33]1.[OH-:25].[OH:27][OH:28]>>[CH2:1]([CH:2]1[CH:3]([CH2:15][O:16][C:17]([c:18]2[cH:19][cH:20][cH:21][cH:22][cH:23]2)=[O:24])[CH:4]1[CH2:5][O:6][C:7]([c:8]1[cH:9][cH:10][cH:11][cH:12][cH:13]1)=[O:14])[OH:25]. Reactants: C1(=CC=CC=C1)[C@@H](C)NC(NC1=CC2=C(C=N1)C(=NN2)NC(C)=O)=O ((R)—N-(6-(3-(1-Phenylethyl)ureido)-1H-pyrazolo[4,3-c]pyridin-3-yl)acetamide), [B-](F)(F)(F)F.[B-](F)(F)(F)F.C1C[N+]2(CC[N+]1(CC2)CCl)F (Selectfluor). Run in CC(=O)N(C)C (DMA), CO (methanol). Conditions: time 8 hour. The product is FC=1C2=C(C=NC1NC(=O)N[C@H](C)C1=CC=CC=C1)C(=NN2)NC(C)=O ((R)—N-(7-fluoro-6-(3-(1-phenylethyl)ureido)-1H-pyrazolo[4,3-c]pyridin-3-yl)acetamide). RXN SMILES: [C:1]1([C@H:7]([NH:9][C:10](=[O:25])[NH:11][C:12]2[N:17]=[CH:16][C:15]3[C:18]([NH:21][C:22](=[O:24])[CH3:23])=[N:19][NH:20][C:14]=3[CH:13]=2)[CH3:8])[CH:6]=[CH:5][CH:4]=[CH:3][CH:2]=1.[B-](F)(F)(F)[F:27].[B-](F)(F)(F)F.C1[N+]2(CCl)CC[N+](F)(CC2)C1>CC(N(C)C)=O.CO>[F:27][C:13]1[C:14]2[NH:20][N:19]=[C:18]([NH:21][C:22](=[O:24])[CH3:23])[C:15]=2[CH:16]=[N:17][C:12]=1[NH:11][C:10]([NH:9][C@@H:7]([C:1]1[CH:6]=[CH:5][CH:4]=[CH:3][CH:2]=1)[CH3:8])=[O:25] |f:1.2.3|. Procedure: (R)—N-(6-(3-(1-Phenylethyl)ureido)-1H-pyrazolo[4,3-c]pyridin-3-yl)acetamide (Example 47; 75 mg, 0.222 mmol) was dissolved in DMA (0.5 mL) and methanol (0.5 mL), charged with powdered Selectfluor® (86 mg, 0.244 mmol), and stirred at room temperature overnight. The reaction was then heated to 65° C. for 2 h. The resulting crude residue was purified by mass-triggered reverse phase HPLC. Fractions containing pure compound were filtered through a PS-HCO3 cartridge and the filtrate was concentrated in... The reactants are B1(OC(C(O1)(C)C)(C)C)B2OC(C(O2)(C)C)(C)C (bis(pinacolato)diboron), C(C)(=O)[O-].[K+] (potassium acetate), C(C)OC(C1=CC(=C(C=C1)N)N)=O (3,4-diamino-benzoic acid ethyl ester). The reagents and catalysts are C=1C=CC(=CC1)[P](C=2C=CC=CC2)(C=3C=CC=CC3)[Pd]([P](C=4C=CC=CC4)(C=5C=CC=CC5)C=6C=CC=CC6)([P](C=7C=CC=CC7)(C=8C=CC=CC8)C=9C=CC=CC9)[P](C=1C=CC=CC1)(C=1C=CC=CC1)C=1C=CC=CC1 (Pd(PPh3)4). Solvent: O1CCOCC1 (dioxane), C(C)(=O)OCC (ethyl acetate). Conditions: temperature 80 celsius, time 5 hour. The product is COC(=O)C1=CC=C(C=C1)B(O)O (4-methoxycarbonylphenylboronic acid). The yield is 228.9%. RXN SMILES: [CH2:1]([O:3][C:4](=[O:13])[C:5]1[CH:10]=[CH:9][C:8](N)=[C:7](N)[CH:6]=1)C.[B:14]1(B2OC(C)(C)C(C)(C)O2)[O:18]C(C)(C)C(C)(C)[O:15]1.C([O-])(=O)C.[K+]>O1CCOCC1.C(OCC)(=O)C.C1C=CC([P]([Pd]([P](C2C=CC=CC=2)(C2C=CC=CC=2)C2C=CC=CC=2)([P](C2C=CC=CC=2)(C2C=CC=CC=2)C2C=CC=CC=2)[P](C2C=CC=CC=2)(C2C=CC=CC=2)C2C=CC=CC=2)(C2C=CC=CC=2)C2C=CC=CC=2)=CC=1>[CH3:1][O:3][C:4]([C:5]1[CH:10]=[CH:9][C:8]([B:14]([OH:18])[OH:15])=[CH:7][CH:6]=1)=[O:13] |f:2.3,^1:52,54,73,92|. Procedure details: Referring to Scheme 11-1, to a solution of the bromide 1 (2.0 g, 4.2 mmol, prepared according to published conditions) in dioxane (60 mL) was added bis(pinacolato)diboron (4.32 g, 17 mmol), Pd(PPh3)4 (0.49 g, 0.42 mmol) and potassium acetate (2.06 g, 21 mmol) under nitrogen atmosphere. The reaction mixture was stirred at 80° C. for 5 h, and then diluted with ethyl acetate (150 mL). The organic phase was washed with H2O (20 mL), dried over sodium sulfate and concentrated in vacuo. The residue was... Reactants: ClC1=C(C(=O)N(C)OC)C=CC=C1 (2-chloro-N-methoxy-N-methylbenzamide), BrC1=NC=C(C=C1N(S(=O)(=O)C1=CC(=C(C=C1)Cl)C(F)(F)F)COC)Cl (N-(2-bromo-5-chloro-pyridin-3-yl)-4-chloro-N-methoxymethyl-3-(trifluoromethyl)-benzenesulfonamide), C(C)(C)[Mg]Cl (isopropylmagnesium chloride). Solvent: C1CCOC1 (THF), C1CCOC1 (THF). Reaction conditions: time 16 hour. Product: ClC1=C(C=C(C=C1)S(=O)(=O)N(COC)C=1C(=NC=C(C1)Cl)C(C1=C(C=CC=C1)Cl)=O)C(F)(F)F (4-chloro-N-[5-chloro-2-(2-chloro-benzoyl)-pyridin-3-yl]-N-methoxymethyl-3-trifluoromethyl-benzenesulfonamide). Reaction SMILES: Br[C:2]1[C:7]([N:8]([CH2:23][O:24][CH3:25])[S:9]([C:12]2[CH:17]=[CH:16][C:15]([Cl:18])=[C:14]([C:19]([F:22])([F:21])[F:20])[CH:13]=2)(=[O:11])=[O:10])=[CH:6][C:5]([Cl:26])=[CH:4][N:3]=1.C([Mg]Cl)(C)C.[Cl:32][C:33]1[CH:44]=[CH:43][CH:42]=[CH:41][C:34]=1[C:35](N(OC)C)=[O:36]>C1COCC1>[Cl:18][C:15]1[CH:16]=[CH:17][C:12]([S:9]([N:8]([C:7]2[C:2]([C:35](=[O:36])[C:34]3[CH:41]=[CH:42][CH:43]=[CH:44][C:33]=3[Cl:32])=[N:3][CH:4]=[C:5]([Cl:26])[CH:6]=2)[CH2:23][O:24][CH3:25])(=[O:11])=[O:10])=[CH:13][C:14]=1[C:19]([F:22])([F:21])[F:20]. Procedure: To a magnetically stirred solution of N-(2-bromo-5-chloro-pyridin-3-yl)-4-chloro-N-methoxymethyl-3-(trifluoromethyl)-benzenesulfonamide (1.5 g, 3.03 mmol) in anhydrous THF (15 mL) was added 2 M isopropylmagnesium chloride in THF (3.3 mL, 6.6 mmol) at −20° C. The temperature was allowed to slowly rise to 10° and then 2-chloro-N-methoxy-N-methylbenzamide (1.2 g, 6.0 mmol) was added and the progress of the reaction was followed by LCMS. The reaction mixture was warmed to room temperature and stirre...